From a dataset of the Open Reaction Database (ORD), a public repository of structured organic reaction records. describe an organic reaction: reactants, conditions, products, and yield The reactants are COC(C(CCCC)P(=O)(OCC)OCC)=O (2-(diethylphosphono)hexanoic acid methyl ester), [H-].[Na+] (sodium hydride), C(C)=O (acetaldehyde), [H][H] (hydrogen). Solvent: O1CCCC1 (tetrahydrofuran). Reaction conditions: temperature -30 celsius. Product: COC(C(=CC)CCCC)=O (2-(butyl)-but-2-enoic acid methyl ester). The yield is 25.0%. Reaction SMILES: [CH3:1][O:2][C:3](=[O:17])[CH:4](P(OCC)(OCC)=O)[CH2:5][CH2:6][CH2:7][CH3:8].[H-].[Na+].[H][H].[CH:22](=O)[CH3:23]>O1CCCC1>[CH3:1][O:2][C:3](=[O:17])[C:4]([CH2:5][CH2:6][CH2:7][CH3:8])=[CH:22][CH3:23] |f:1.2|. Procedure: To 2-(diethylphosphono)hexanoic acid methyl ester (53.2 g, 0.2M) in dry tetrahydrofuran (300 ml) was added sodium hydride (5.3 g, 0.22M) under an atmosphere of argon at 0° C. with continuous stirring. The reaction was allowed to warm to room temperature over 1 hour when the evolution of hydrogen had ceased. The reaction was then cooled to -30° C. and acetaldehyde (30 g, 0.66M) added dropwise to the continuously stirred solution over 10 minutes. The reaction was allowed to warm to 20° C. over 16 ... Reactants: C(C(C)C)OCCC1=CC=C(OCC2CO2)C=C1 (1-[4-(2-isobutoxy-ethyl)-phenoxy]-2,3-epoxypropane), NCCOC1=C(C=C(C=C1)C=1CCC(NN1)=O)Cl (6-[4-(2-aminoethoxy)-3-chloro-phenyl]-4,5-dihydro-3(2H)-pyridazinone). Product: C(C(C)C)OCCC1=CC=C(OCC(CNCCOC2=C(C=C(C=C2)C=2CCC(NN2)=O)Cl)O)C=C1 (6-[4-[2-[3-(4-(2-Isobutoxy-ethyl)phenoxy)-2-hydroxypropylamino]ethoxy]-3-chloro-phenyl]-4,5-dihydro-3(2H)-pyridazinone). RXN SMILES: [CH2:1]([O:5][CH2:6][CH2:7][C:8]1[CH:18]=[CH:17][C:11]([O:12][CH2:13][CH:14]2[O:16][CH2:15]2)=[CH:10][CH:9]=1)[CH:2]([CH3:4])[CH3:3].[NH2:19][CH2:20][CH2:21][O:22][C:23]1[CH:28]=[CH:27][C:26]([C:29]2[CH2:30][CH2:31][C:32](=[O:35])[NH:33][N:34]=2)=[CH:25][C:24]=1[Cl:36]>>[CH2:1]([O:5][CH2:6][CH2:7][C:8]1[CH:18]=[CH:17][C:11]([O:12][CH2:13][CH:14]([OH:16])[CH2:15][NH:19][CH2:20][CH2:21][O:22][C:23]2[CH:28]=[CH:27][C:26]([C:29]3[CH2:30][CH2:31][C:32](=[O:35])[NH:33][N:34]=3)=[CH:25][C:24]=2[Cl:36])=[CH:10][CH:9]=1)[CH:2]([CH3:4])[CH3:3]. Procedure details: Prepared analogously to Example 1 from 1-[4-(2-isobutoxy-ethyl)-phenoxy]-2,3-epoxypropane and 6-[4-(2-aminoethoxy)-3-chloro-phenyl]-4,5-dihydro-3(2H)-pyridazinone.